From a dataset of the Open Reaction Database (ORD), a public repository of structured organic reaction records. describe an organic reaction: reactants, conditions, products, and yield Reactants: COC=Cc1cc(Br)ccc1F, C1CCOC1, CC1CCCO1, CCCCCC, CC(C)[Mg+], O=CN1CCOCC1, [Cl-], [Cl-], [Li]CCCC, [NH4+]. Yields the product COC=Cc1cc(C=O)ccc1F. As a reaction SMILES: [Br:1][c:2]1[cH:3][c:4]([CH:9]=[CH:10][O:11][CH3:12])[c:5]([F:8])[cH:6][cH:7]1.[CH2:39]1[O:40][CH2:41][CH2:42][CH2:43]1.[CH3:33][CH:34]1[CH2:35][CH2:36][CH2:37][O:38]1.[CH3:44][CH2:45][CH2:46][CH2:47][CH2:48][CH3:49].[CH:14]([Mg+:15])([CH3:16])[CH3:17].[CH:23](=[O:24])[N:25]1[CH2:26][CH2:27][O:28][CH2:29][CH2:30]1.[Cl-:13].[Cl-:31].[Li:18][CH2:19][CH2:20][CH2:21][CH3:22].[NH4+:32]>>[c:2]1([CH:23]=[O:24])[cH:3][c:4]([CH:9]=[CH:10][O:11][CH3:12])[c:5]([F:8])[cH:6][cH:7]1. Reactants: C([O-])(O)=O.[Na+] (sodium bicarbonate), C(=O)(OC(C)(C)C)OC(=O)OC(C)(C)C (di-t-butyl dicarbonate), N[C@@H](CN1CC(N(CC1(C)C)C1=C(C=CC(=C1)F)Cl)=O)[C@H]1OC([C@@H](C1)C)=O (4-{(S)-2-amino-2-[(2S,4R)-4-methyl-5-oxotetrahydrofuran-2-yl]ethyl}1-(2-chloro-5-fluorophenyl)-5,5-dimethylpiperazin-2-one), C([O-])([O-])=O.[Cs+].[Cs+] (cesium carbonate), ClC1=C(C=C(C=C1)F)N1CC(N(CC1=O)C[C@@H]([C@H]1OC([C@@H](C1)C)=O)NS(=O)(=O)C1=C(C=CC=C1)[N+](=O)[O-])(C)C (N-{(S)-2-[4-(2-Chloro-5-fluorophenyl)-2,2-dimethyl-5-oxopiperazin-1-yl]-1-[(2S,4R)-4-methyl-5-oxotetrahydrofuran-2-yl]ethyl}-2-nitrobenzenesulfonamide), C1(=CC=CC=C1)S (thiophenol). The solvent is [Cl-].[Na+].O (Brine), [Cl-].[Na+].O (Brine), C(C)(=O)OCC (ethyl acetate), O (water), C(C)#N (acetonitrile). Run at time 2 hour. Yields the product C(C)(C)(C)OC(N[C@@H](CN1C(CN(C(C1)=O)C1=C(C=CC(=C1)F)Cl)(C)C)[C@H]1OC([C@@H](C1)C)=O)=O ({(S)-2-[4-(2-Chloro-5-fluorophenyl)-2,2-dimethyl-5-oxopiperazin-1-yl]-1-[(2S,4R)-4-methyl-5-oxotetrahydrofuran-2-yl]ethyl}carbamic acid t-butyl ester). Isolated yield 80.2%. As a reaction SMILES: [C:1](=[O:4])([O-:3])[O-].[Cs+].[Cs+].[Cl:7][C:8]1[CH:13]=[CH:12][C:11]([F:14])=[CH:10][C:9]=1[N:15]1[C:20](=[O:21])[CH2:19][N:18]([CH2:22][C@H:23]([NH:31]S(C2C=CC=CC=2[N+]([O-])=O)(=O)=O)[C@@H:24]2[CH2:28][C@@H:27](C)[C:26](=O)O2)[C:17]([CH3:45])([CH3:44])[CH2:16]1.C1(S)C=CC=CC=1.C(=O)(O)[O-].[Na+].C(O[C:66]([O:68][C:69]([CH3:72])([CH3:71])[CH3:70])=[O:67])(OC(C)(C)C)=O.N[C@H]([C@@H]1C[C@@H](C)C(=O)O1)CN1C(C)(C)CN(C2C=C(F)C=CC=2Cl)C(=O)C1>C(#N)C.[Cl-].[Na+].O.C(OCC)(=O)C.O>[C:69]([O:68][C:66](=[O:67])[NH:31][C@H:23]([C@@H:24]1[CH2:28][C@@H:27]([CH3:26])[C:1](=[O:4])[O:3]1)[CH2:22][N:18]1[CH2:19][C:20](=[O:21])[N:15]([C:9]2[CH:10]=[C:11]([F:14])[CH:12]=[CH:13][C:8]=2[Cl:7])[CH2:16][C:17]1([CH3:44])[CH3:45])([CH3:70])([CH3:71])[CH3:72] |f:0.1.2,5.6,10.11.12|. Procedure: 893 mg of cesium carbonate (2.53 mmol) was added to a solution of 1.23 g of N-{(S)-2-[4-(2-chloro-5-fluorophenyl)-2,2-dimethyl-5-oxopiperazin-1-yl]-1-[(2S,4R)-4-methyl-5-oxotetrahydrofuran-2-yl]ethyl}-2-nitrobenzenesulfonamide obtained in Example (97a) (2.11 mmol) and 0.45 ml of thiophenol (content: 95%) (4.22 mmol) in acetonitrile (10 ml) under a nitrogen atmosphere at room temperature, and the mixture was stirred at the same temperature for two hours. Brine was added to the reaction mixture, f... As a reaction SMILES: [CH3:20][c:21]1[cH:22][c:23]([NH2:34])[cH:24][cH:25][c:26]1[O:27][c:28]1[cH:29][n:30][cH:31][cH:32][cH:33]1.[Cl:1][CH2:2][C:3](=[O:4])[NH:5][CH2:6][C:7]#[C:8][c:9]1[cH:10][c:11]2[c:12]([Cl:19])[n:13][cH:14][n:15][c:16]2[cH:17][cH:18]1>>[Cl:1][CH2:2][C:3](=[O:4])[NH:5][CH2:6][C:7]#[C:8][c:9]1[cH:10][c:11]2[c:12]([NH:34][c:23]3[cH:22][c:21]([CH3:20])[c:26]([O:27][c:28]4[cH:29][n:30][cH:31][cH:32][cH:33]4)[cH:25][cH:24]3)[n:13][cH:14][n:15][c:16]2[cH:17][cH:18]1. Reactants: Cc1cc(N)ccc1Oc1cccnc1, O=C(CCl)NCC#Cc1ccc2ncnc(Cl)c2c1. Product: Cc1cc(Nc2ncnc3ccc(C#CCNC(=O)CCl)cc23)ccc1Oc1cccnc1. Starting materials: C(C)(C)N1CCC(CC1)OC1=CC=2C=C3N(C2C=C1)[C@@H](CNC3=O)C ((R)-8-(1-Isopropyl-piperidin-4-yloxy)-4-methyl-3,4-dihydro-2H-pyrazino[1,2-a]indol-1-one), [H-].[Na+] (sodium hydride), Cl.ClCC=1C=NC=CC1 (3-(chloromethyl)pyridine hydrochloride). Product: C(C)(C)N1CCC(CC1)OC1=CC=2C=C3N(C2C=C1)[C@@H](CN(C3=O)CC=3C=NC=CC3)C ((R)-8-(1-Isopropyl-piperidin-4-yloxy)-4-methyl-2-pyridin-3-ylmethyl-3,4-dihydro-2H-pyrazino[1,2-a]indol-1-one). The yield is 61.0%. RXN SMILES: [CH:1]([N:4]1[CH2:9][CH2:8][CH:7]([O:10][C:11]2[CH:19]=[CH:18][C:17]3[N:16]4[C@H:20]([CH3:25])[CH2:21][NH:22][C:23](=[O:24])[C:15]4=[CH:14][C:13]=3[CH:12]=2)[CH2:6][CH2:5]1)([CH3:3])[CH3:2].[H-].[Na+].Cl.Cl[CH2:30][C:31]1[CH:32]=[N:33][CH:34]=[CH:35][CH:36]=1>>[CH:1]([N:4]1[CH2:9][CH2:8][CH:7]([O:10][C:11]2[CH:19]=[CH:18][C:17]3[N:16]4[C@H:20]([CH3:25])[CH2:21][N:22]([CH2:30][C:31]5[CH:32]=[N:33][CH:34]=[CH:35][CH:36]=5)[C:23](=[O:24])[C:15]4=[CH:14][C:13]=3[CH:12]=2)[CH2:6][CH2:5]1)([CH3:3])[CH3:2] |f:1.2,3.4|. Procedure details: The title compound was synthesized in analogy to example 17, from (R)-8-(1-isopropyl-piperidin-4-yloxy)-4-methyl-3,4-dihydro-2H-pyrazino[1,2-a]indol-1-one (example 8), sodium hydride (2.4 equivalents) and 3-(chloromethyl)pyridine hydrochloride, to give the desired product as a light yellow foam (61%). Starting materials: [OH-].[Na+] (Sodium hydroxide), Cl (hydrogen chloride), C(C)OC(CC(=O)[C@H]1C[C@@H](N(CC1)C(=O)OC)C1=C(C=C(C=C1)OC(F)(F)F)F)=O (Trans-methyl 4-(3-ethoxy-3-oxopropanoyl)-2-(2-fluoro-4-(trifluoromethoxy)phenyl)-piperidine-1-carboxylate), NO (Hydroxylamine). Solvent: O (water), O (Water), C(Cl)Cl (DCM), CO (MeOH). Run at temperature -40 celsius, time 15 minute. The product is FC1=C(C=CC(=C1)OC(F)(F)F)[C@@H]1N(CC[C@H](C1)C1=CC(NO1)=O)C(=O)OC (trans-methyl 2-(2-fluoro-4-(trifluoromethoxy)phenyl)-4-(3-oxo-2,3-dihydroisoxazol-5-yl)piperidine-1-carboxylate). The yield is 94.0%. Reaction SMILES: C([O:3][C:4](=O)[CH2:5][C:6]([C@@H:8]1[CH2:13][CH2:12][N:11]([C:14]([O:16][CH3:17])=[O:15])[C@@H:10]([C:18]2[CH:23]=[CH:22][C:21]([O:24][C:25]([F:28])([F:27])[F:26])=[CH:20][C:19]=2[F:29])[CH2:9]1)=[O:7])C.[OH-].[Na+].[NH2:33]O.Cl>CO.O.C(Cl)Cl>[F:29][C:19]1[CH:20]=[C:21]([O:24][C:25]([F:28])([F:27])[F:26])[CH:22]=[CH:23][C:18]=1[C@H:10]1[CH2:9][C@H:8]([C:6]2[O:7][NH:33][C:4](=[O:3])[CH:5]=2)[CH2:13][CH2:12][N:11]1[C:14]([O:16][CH3:17])=[O:15] |f:1.2|. Reported procedure: Trans-methyl 4-(3-ethoxy-3-oxopropanoyl)-2-(2-fluoro-4-(trifluoromethoxy)phenyl)-piperidine-1-carboxylate (420 mg, 0.96 mmol) (from example 58, step 1) was dissolved in MeOH (4 mL) and cooled to −40° C. under nitrogen. Sodium hydroxide (40.5 mg, 1.01 mmol) dissolved in water (0.400 mL) was added and the mixture was stirred at −40° C. for 15 min. Hydroxylamine (50% by weight in water, 62 μL, 1.01 mmol) was added. The resulting solution was stirred at −40° C. for 1 h. The mixture was then transfer... Reactants: CO, Cn1c(=O)n(CCCC(C)(C)[N+](=O)[O-])c2c(F)cccc21, [H][H]. Product: Cn1c(=O)n(CCCC(C)(C)N)c2c(F)cccc21. Reaction SMILES: [CH3:24][OH:25].[F:1][c:2]1[cH:3][cH:4][cH:5][c:6]2[n:7]([CH3:21])[c:8](=[O:20])[n:9]([CH2:11][CH2:12][CH2:13][C:14]([CH3:15])([N+:16]([O-:17])=[O:18])[CH3:19])[c:10]12.[H:22][H:23]>>[F:1][c:2]1[cH:3][cH:4][cH:5][c:6]2[n:7]([CH3:21])[c:8](=[O:20])[n:9]([CH2:11][CH2:12][CH2:13][C:14]([CH3:15])([NH2:16])[CH3:19])[c:10]12.